From a dataset of the Open Reaction Database (ORD), a public repository of structured organic reaction records. describe an organic reaction: reactants, conditions, products, and yield Reported procedure: Methyl 3,4-dihydro-2-methyl-4-oxo-2H-1,2-benzothiazine-3-carboxylate-1,1-dioxide (50 g.) is added to a solution of sodium hydroxide (160 g.) in water (500 ml.) at 70° C. The resulting lemon-yellow slurry is then heated at 90°-95° C. for 45 minutes and then cooled to room temperature is an ice-water bath. The pH of the reaction mixture is adjusted to 1-1.5 by gradual addition of concentrated hydrochloric acid (350 ml.). Ice chips are added as necessary to keep the temperature below 35° C. The aci... Run at time 15 minute. The product is CN1S(C2=C(C(C1C(=O)O)=O)C=CC=C2)(=O)=O (3,4-Dihydro-2-methyl-4-oxo-2H-1,2-benzothiazine-3-carboxylic Acid-1,1-dioxide). Reactants: CN1S(C2=C(C(C1C(=O)OC)=O)C=CC=C2)(=O)=O (Methyl 3,4-dihydro-2-methyl-4-oxo-2H-1,2-benzothiazine-3-carboxylate-1,1-dioxide), [OH-].[Na+] (sodium hydroxide), Cl (hydrochloric acid). RXN SMILES: [CH3:1][N:2]1[CH:7]([C:8]([O:10]C)=[O:9])[C:6](=[O:12])[C:5]2[CH:13]=[CH:14][CH:15]=[CH:16][C:4]=2[S:3]1(=[O:18])=[O:17].[OH-].[Na+].Cl>O>[CH3:1][N:2]1[CH:7]([C:8]([OH:10])=[O:9])[C:6](=[O:12])[C:5]2[CH:13]=[CH:14][CH:15]=[CH:16][C:4]=2[S:3]1(=[O:17])=[O:18] |f:1.2|. The solvent is O (water).